This data is from the Open Reaction Database (ORD), a public repository of structured organic reaction records. The task is: describe an organic reaction: reactants, conditions, products, and yield The reactants are [Cr](=O)(=O)([O-])Cl.[NH+]1=CC=CC=C1 (pyridinium chlorochromate), OCCCC1=CC=C(CCNS(=O)(=O)C2=CC=C(C=C2)Cl)C=C1 (4-chlorobenzenesulphonic acid-[4-(3-hydroxypropyl)-phenethylamide]). Solvent: C(Cl)Cl (methylene chloride). Yields the product C(=O)C1=CC=C(CCNS(=O)(=O)C2=CC=C(C=C2)Cl)C=C1 (4-Chlorobenzenesulphonic acid-(4-formylphenethylamide)). RXN SMILES: [Cr](Cl)([O-])(=O)=[O:2].[NH+]1C=CC=CC=1.OCC[CH2:15][C:16]1[CH:34]=[CH:33][C:19]([CH2:20][CH2:21][NH:22][S:23]([C:26]2[CH:31]=[CH:30][C:29]([Cl:32])=[CH:28][CH:27]=2)(=[O:25])=[O:24])=[CH:18][CH:17]=1>C(Cl)Cl>[CH:15]([C:16]1[CH:34]=[CH:33][C:19]([CH2:20][CH2:21][NH:22][S:23]([C:26]2[CH:31]=[CH:30][C:29]([Cl:32])=[CH:28][CH:27]=2)(=[O:25])=[O:24])=[CH:18][CH:17]=1)=[O:2] |f:0.1|. Reported procedure: Into a solution of 12.8 g. (59.4 mmole) pyridinium chlorochromate and 250 ml. methylene chloride are introduced, with stirring at ambient temperature, 14.0 g. (39.6 mmole) 4-chlorobenzenesulphonic acid-[4-(3-hydroxypropyl)-phenethylamide]. The reaction mixture is stirred for a further hour and then poured off from insolubles. The methylene chloride phase is chromatographed with a short column (silica gel/methylene chloride) and evaporated. Yield 10.8 g. (78% of theory); m.p. 65°-66° C. Oxime: m....